From a dataset of the Open Reaction Database (ORD), a public repository of structured organic reaction records. describe an organic reaction: reactants, conditions, products, and yield The reactants are Cc1cc(F)c(F)c(Br)c1F, C=CCN, CC(NCCCc1cccc(C(F)(F)F)c1)c1cccc2ccccc12, C=CCNC(C)c1cccc2ccccc12. Yields the product CC(NCC=Cc1cccc(C(F)(F)F)c1)c1cccc2ccccc12. RXN SMILES: [Br:27][c:28]1[c:29]([F:30])[c:31]([CH3:32])[cH:33][c:34]([F:35])[c:36]1[F:37].[CH2:54]([NH2:55])[CH:56]=[CH2:57].[CH3:1][CH:2]([NH:3][CH2:4][CH2:5][CH2:6][c:7]1[cH:8][cH:9][cH:10][c:11]([C:13]([F:14])([F:15])[F:16])[cH:12]1)[c:17]1[cH:18][cH:19][cH:20][c:21]2[cH:22][cH:23][cH:24][cH:25][c:26]12.[c:38]1([CH:39]([NH:40][CH2:41][CH:42]=[CH2:43])[CH3:44])[c:45]2[c:46]([cH:47][cH:48][cH:49][cH:50]2)[cH:51][cH:52][cH:53]1>>[CH3:1][CH:2]([NH:3][CH2:4][CH:5]=[CH:6][c:7]1[cH:8][cH:9][cH:10][c:11]([C:13]([F:14])([F:15])[F:16])[cH:12]1)[c:17]1[cH:18][cH:19][cH:20][c:21]2[cH:22][cH:23][cH:24][cH:25][c:26]12. RXN SMILES: [C:1]([c:2]1[cH:3][cH:4][cH:5][cH:6][cH:7]1)(=[O:8])[c:9]1[cH:10][cH:11][c:12]2[n:13]1[CH2:14][CH2:15][CH:16]2[C:17](=[O:18])[OH:19].[C:28]([O:29][CH2:30][CH3:31])(=[O:32])[CH3:33].[CH3:26][OH:27].[Cl:20][CH2:21][Cl:22].[N+:23](=[CH2:24])=[N-:25]>>[C:1]([c:2]1[cH:3][cH:4][cH:5][cH:6][cH:7]1)(=[O:8])[c:9]1[cH:10][cH:11][c:12]2[n:13]1[CH2:14][CH2:15][CH:16]2[C:17](=[O:18])[O:19][CH3:21]. Reactants: O=C(c1ccccc1)c1ccc2n1CCC2C(=O)O, CCOC(C)=O, CO, ClCCl, C=[N+]=[N-]. Product: COC(=O)C1CCn2c(C(=O)c3ccccc3)ccc21. Starting materials: OC1=C(N=C2N(C1=O)CCCC2)C(=O)OC (methyl 3-hydroxy-4-oxo-6,7,8,9-tetrahydro-4H-pyrido[1,2-a]pyrimidine-2-carboxylate), ClC1=C(C(C(=C(C1=O)C#N)C#N)=O)Cl (dichloro-dicyano benzoquinone). Run in O1CCOCC1 (1,4,-dioxane). Conditions: temperature 60 celsius, time 4 hour. The product is OC1=C(N=C2N(C1=O)CCC=C2)C(=O)OC (Methyl 3-hydroxy-4-oxo-6,7,-dihydro-4H-pyrido[1,2-a]pyrimidine-2-carboxylate). Reaction SMILES: [OH:1][C:2]1[C:7](=[O:8])[N:6]2[CH2:9][CH2:10][CH2:11][CH2:12][C:5]2=[N:4][C:3]=1[C:13]([O:15][CH3:16])=[O:14].ClC1C(=O)C(C#N)=C(C#N)C(=O)C=1Cl>O1CCOCC1>[OH:1][C:2]1[C:7](=[O:8])[N:6]2[CH2:9][CH2:10][CH:11]=[CH:12][C:5]2=[N:4][C:3]=1[C:13]([O:15][CH3:16])=[O:14]. Procedure details: To a solution of methyl 3-hydroxy-4-oxo-6,7,8,9-tetrahydro-4H-pyrido[1,2-a]pyrimidine-2-carboxylate in 1,4,-dioxane was added dichloro-dicyano benzoquinone (1.1 eqs.). The mixture was stirred and heated to 60° C. for 1 hour. TEA (5 eqs.) was added and stirring was continued for 4 hours. The solution was cooled to room temperature and the product was purified by preparative RP-HPLC, using water (0.1% TFA) and acetonitrile (0.1% TFA) as eluants (column: C18). The product was obtained after lyophil... Reactants: C[S-], CN(C)C=O, Clc1nc(NCC(c2ccccc2)c2ccccc2)c2ncn(C3CCCCO3)c2n1, [Na+], O. The product is CSc1nc(NCC(c2ccccc2)c2ccccc2)c2ncn(C3CCCCO3)c2n1. Reaction SMILES: [CH3:32][S-:33].[CH3:35][N:36]([CH3:37])[CH:38]=[O:39].[Cl:1][c:2]1[n:3][c:4]([NH:17][CH2:18][CH:19]([c:20]2[cH:21][cH:22][cH:23][cH:24][cH:25]2)[c:26]2[cH:27][cH:28][cH:29][cH:30][cH:31]2)[c:5]2[n:6][cH:7][n:8]([CH:11]3[O:12][CH2:13][CH2:14][CH2:15][CH2:16]3)[c:9]2[n:10]1.[Na+:34].[OH2:40]>>[c:2]1([S:33][CH3:32])[n:3][c:4]([NH:17][CH2:18][CH:19]([c:20]2[cH:21][cH:22][cH:23][cH:24][cH:25]2)[c:26]2[cH:27][cH:28][cH:29][cH:30][cH:31]2)[c:5]2[n:6][cH:7][n:8]([CH:11]3[O:12][CH2:13][CH2:14][CH2:15][CH2:16]3)[c:9]2[n:10]1. The reactants are CCOC(C)=O, CCOc1ccc(N)c([N+](=O)[O-])c1, C1CCOC1, CCN=C=NCCCN(C)C, CCCCCC, Cl, O=C(O)c1cnccc1C(F)(F)F. The product is CCOc1ccc(NC(=O)c2cnccc2C(F)(F)F)c([N+](=O)[O-])c1. As a reaction SMILES: [C:44]([O:45][CH2:46][CH3:47])(=[O:48])[CH3:49].[CH2:14]([CH3:15])[O:16][c:17]1[cH:18][c:19]([N+:24](=[O:25])[O-:26])[c:20]([NH2:21])[cH:22][cH:23]1.[CH2:39]1[O:40][CH2:41][CH2:42][CH2:43]1.[CH3:28][N:29]([CH3:30])[CH2:31][CH2:32][CH2:33][N:34]=[C:35]=[N:36][CH2:37][CH3:38].[CH3:50][CH2:51][CH2:52][CH2:53][CH2:54][CH3:55].[ClH:27].[F:1][C:2]([c:3]1[c:4]([C:9](=[O:10])[OH:11])[cH:5][n:6][cH:7][cH:8]1)([F:12])[F:13]>>[F:1][C:2]([c:3]1[c:4]([C:9](=[O:11])[NH:21][c:20]2[c:19]([N+:24](=[O:25])[O-:26])[cH:18][c:17]([O:16][CH2:14][CH3:15])[cH:23][cH:22]2)[cH:5][n:6][cH:7][cH:8]1)([F:12])[F:13]. Starting materials: BrC1=CC2=C(NC1=O)N(N=C2)C2=C(C=C(C=C2)F)F (5-bromo-1-(2,4-difluorophenyl)-1H-pyrazolo[3,4-b]pyridin-6(7H)-one), [H-].[Na+] (NaH), BrCC=C (3-bromoprop-1-ene), [Br-].[Li+] (lithium bromide). Run in COCCOC (DME), CN(C)C=O (DMF). Run at time 20 minute. Yields the product C(C=C)N1C2=C(C=C(C1=O)Br)C=NN2C2=C(C=C(C=C2)F)F (7-allyl-5-bromo-1-(2,4-difluorophenyl)-1H-pyrazolo[3,4-b]pyridin-6(7H)-one). As a reaction SMILES: [Br:1][C:2]1[C:7](=[O:8])[NH:6][C:5]2[N:9]([C:12]3[CH:17]=[CH:16][C:15]([F:18])=[CH:14][C:13]=3[F:19])[N:10]=[CH:11][C:4]=2[CH:3]=1.[H-].[Na+].[Br-].[Li+].Br[CH2:25][CH:26]=[CH2:27]>COCCOC.CN(C=O)C>[CH2:27]([N:6]1[C:7](=[O:8])[C:2]([Br:1])=[CH:3][C:4]2[CH:11]=[N:10][N:9]([C:12]3[CH:17]=[CH:16][C:15]([F:18])=[CH:14][C:13]=3[F:19])[C:5]1=2)[CH:26]=[CH2:25] |f:1.2,3.4|. Reported procedure: A solution of 5-bromo-1-(2,4-difluorophenyl)-1H-pyrazolo[3,4-b]pyridin-6(7H)-one (1.05 g, 3.22 mmol) in DME (10 mL) and DMF (0.9 mL) at 0° C. was treated with NaH (116 mg, 4.8 mmol). After stirring for 20 min at RT, lithium bromide (1.67 g, 19.32 m mol) was added and the reaction mixture was allowed to stir for 1 h at RT before addition of 3-bromoprop-1-ene (0.28 ml, 3.22 mmol). The mixture was allowed to stir at 40° C. for 18 h. The mixture was quenched with brine and extracted with 2×30 mL EtO... Reactants: C(O)([O-])=O.[Na+] (sodium hydrogen carbonate), C(C)(C)(C)C=1N(C=C(N1)C1=NC(=CN=C1)Cl)CC1CCOCC1 (2-[2-tert-Butyl-1-(tetrahydropyran-4-ylmethyl)-1H-imidazol-4-yl]-6-chloropyrazine), C1(=CC=CC=C1)P(C1=C(C2=CC=CC=C2C=C1)C1=C(C=CC2=CC=CC=C12)P(C1=CC=CC=C1)C1=CC=CC=C1)C1=CC=CC=C1 (2,2′-bis(diphenylphosphino)-1,1′-binaphtyl), C(C)(=O)[O-].[K+] (potassium acetate). The reagents and catalysts are C(C)(=O)[O-].[Pd+2].C(C)(=O)[O-] (palladium acetate). The solvent is CN(C)C=O.C(CC)O (DMF n-propanol). Reaction conditions: temperature 80 celsius, time 3.5 hour. Product: C(CC)OC(=O)C1(NC=CN=C1)C=1N=C(N(C1)CC1CCOCC1)C(C)(C)C (2-[2-tert-butyl-1-(tetrahydropyran-4-ylmethyl)-1H-imidazol-4-yl]pyrazine-2-carboxylic acid n-propyl ester). Yield: 843.8%. Reaction SMILES: [C:1]([C:5]1[N:6]([CH2:17][CH:18]2[CH2:23][CH2:22][O:21][CH2:20][CH2:19]2)[CH:7]=[C:8]([C:10]2[CH:15]=[N:14][CH:13]=[C:12](Cl)[N:11]=2)[N:9]=1)([CH3:4])([CH3:3])[CH3:2].[C:24]1(P(C2C=CC=CC=2)C2C=CC3C(=CC=CC=3)C=2C2C3C(=CC=CC=3)C=CC=2P(C2C=CC=CC=2)C2C=CC=CC=2)[CH:29]=CC=C[CH:25]=1.[C:70]([O-:73])(=[O:72])C.[K+].C(=O)([O-])O.[Na+]>CN(C=O)C.C(O)CC.C([O-])(=O)C.[Pd+2].C([O-])(=O)C>[CH2:25]([O:73][C:70]([C:10]1([C:8]2[N:9]=[C:5]([C:1]([CH3:4])([CH3:3])[CH3:2])[N:6]([CH2:17][CH:18]3[CH2:23][CH2:22][O:21][CH2:20][CH2:19]3)[CH:7]=2)[CH:15]=[N:14][CH:13]=[CH:12][NH:11]1)=[O:72])[CH2:24][CH3:29] |f:2.3,4.5,6.7,8.9.10|. Procedure details: Compound 136 (427 mg, 1.28 mmol) obtained in Example 136 was dissolved in DMF-n-propanol (1/3) (12 mL), and palladium acetate (28.6 mg, 0.128), 2,2′-bis(diphenylphosphino)-1,1′-binaphtyl (79.4 mg, 0.128 mmol), and potassium acetate (151 mg, 1.54 mmol) were added thereto, and the mixture was stirred at 80° C. for 3.5 hours under a carbon monoxide atmosphere. To the mixture, an aqueous sodium hydrogen carbonate solution was added, and the mixture was extracted with ethyl acetate. The organic layer... Reactants: ClC=1C(=C(C(=O)C2=C(C=CC(=C2)F)F)C=CC1OC)O (3-chloro-2',5'-difluoro-2-hydroxy-4-methoxybenzophenone), Cl.NO (hydroxylamine HCl). Run in N1=CC=CC=C1 (pyridine). Product: ClC=1C(=C(\C(\C2=C(C=CC(=C2)F)F)=N/O)C=CC1OC)O (E-3-chloro-2',5'-difluoro-2-hydroxy4-methoxybenzophenone oxime). RXN SMILES: [Cl:1][C:2]1[C:3]([OH:20])=[C:4]([CH:15]=[CH:16][C:17]=1[O:18][CH3:19])[C:5]([C:7]1[CH:12]=[C:11]([F:13])[CH:10]=[CH:9][C:8]=1[F:14])=O.Cl.[NH2:22][OH:23]>N1C=CC=CC=1>[Cl:1][C:2]1[C:3]([OH:20])=[C:4]([CH:15]=[CH:16][C:17]=1[O:18][CH3:19])/[C:5](=[N:22]\[OH:23])/[C:7]1[CH:12]=[C:11]([F:13])[CH:10]=[CH:9][C:8]=1[F:14] |f:1.2|. Procedure details: A mixture of 28 g of 3-chloro-2',5'-difluoro-2-hydroxy-4-methoxybenzophenone and 26 g of hydroxylamine HCl in 250 ml pyridine is refluxed for three hours. Pyridine is evaporated and the residue partitioned between ethyl acetate and 5% HCl. The ethyl acetate extract is washed with water, dried over Na2SO4 and evaporated to give a solid product as a mixture of isomers. The solid is heated at 200°-210° C. for approximately 30-45 minutes and recrystallized from toluene giving E-3-chloro-2',5'-difluo... Starting materials: ClC1=NC=CC(=N1)C=1C=C(CN2C(CNCC2)C(=O)O)C=CC1 (1-[3-(2-Chloro-pyrimidin-4-yl)-benzyl]-piperazine-2-carboxylic acid), FC=1C=C(C=C(C1)F)CCN (2-(3,5-difluoro-phenyl)-ethylamine), 454. Product: FC=1C=C(C=C(C1)F)CCNC1=NC=CC(=N1)C=1C=C(CN2C(CNCC2)C(=O)O)C=CC1 (1-(3-{2-[2-(3,5-Difluoro-phenyl)-ethylamino]-pyrimidin-4-yl}-benzyl)-piperazine-2-carboxylic acid). RXN SMILES: Cl[C:2]1[N:7]=[C:6]([C:8]2[CH:9]=[C:10]([CH:21]=[CH:22][CH:23]=2)[CH2:11][N:12]2[CH2:17][CH2:16][NH:15][CH2:14][CH:13]2[C:18]([OH:20])=[O:19])[CH:5]=[CH:4][N:3]=1.[F:24][C:25]1[CH:26]=[C:27]([CH2:32][CH2:33][NH2:34])[CH:28]=[C:29]([F:31])[CH:30]=1>>[F:24][C:25]1[CH:26]=[C:27]([CH2:32][CH2:33][NH:34][C:2]2[N:7]=[C:6]([C:8]3[CH:9]=[C:10]([CH:21]=[CH:22][CH:23]=3)[CH2:11][N:12]3[CH2:17][CH2:16][NH:15][CH2:14][CH:13]3[C:18]([OH:20])=[O:19])[CH:5]=[CH:4][N:3]=2)[CH:28]=[C:29]([F:31])[CH:30]=1. Reported procedure: Intermediate 137 was coupled with 2-(3,5-difluoro-phenyl)-ethylamine following procedure F. The resulting product was deprotected following procedure G2. LC-MS showed the product had the expected M+H+ of 454. 1H NMR (Varian 300 MHz, CD3OD, shifts relative to the solvent peak at 3.3 ppm) δ 8.47 (s, 1H) 8.36 (d, 1H)) 8.33 (d, 1H) 7.87 (d, 1H) 7.71 (t, 1H) 7.65 (d, 1H) 7.00 (d, 2H) 6.77 (s, 1H) 4.63 (dd, 1H) 4.36 (s, 2H) 4.08 (t, 2H) 3.84 (dd, 2H) 3.65 (t, 2H) 3.47 (t, 2H) 3.09 (t, 2H). Reactants: CeBr3(THF)4, complex 2, N1=CC=CC=C1 (pyridine). The solvent is ClCCl (dichloromethane), hexanes, ClCCl (dichloromethane). Run at time 8 hour. The product is C=1C=CN=C(C1)C=2C=CC=CN2 (bipyridine), complex 6. As a reaction SMILES: [N:1]1[CH:6]=[CH:5][CH:4]=[CH:3][CH:2]=1>ClCCl>[CH:4]1[CH:3]=[CH:2][N:1]=[C:6]([C:2]2[CH:3]=[CH:4][CH:5]=[CH:6][N:1]=2)[CH:5]=1. Procedure: A suspension of CeBr3(THF)4 (complex 2) (0.050 grams, 0.075 millimoles) in dichloromethane (10 milliliters) was prepared. A solution of bipyridine (0.023 grams, 0.150 millimoles) in dichloromethane was prepared and added to the suspension. After allowing the resulting yellow suspension to continue stirring overnight, the reaction mixture was allowed to settle. The solvent was decanted. The yellow solid was washed twice with cold dichloromethane to remove unreacted bipyridine. The solid was dried...